The task is: describe an organic reaction: reactants, conditions, products, and yield. This data is from the Open Reaction Database (ORD), a public repository of structured organic reaction records. As a reaction SMILES: [CH3:1][O:2][C:3]([C:4]([CH2:5][C:6]([CH:7]=[CH:8][c:9]1[cH:10][cH:11][c:12]([Cl:15])[cH:13][cH:14]1)=[O:16])=[O:17])=[O:18].[CH3:20][C:21](=[O:22])[O-:23].[CH3:24][OH:25].[NH4+:19]>>[CH3:1][O:2][C:3]([C:4](=[CH:5][C:6]([CH:7]=[CH:8][c:9]1[cH:10][cH:11][c:12]([Cl:15])[cH:13][cH:14]1)=[O:16])[NH2:19])=[O:18]. Starting materials: COC(=O)C(=O)CC(=O)C=Cc1ccc(Cl)cc1, CC(=O)[O-], CO, [NH4+]. Product: COC(=O)C(N)=CC(=O)C=Cc1ccc(Cl)cc1. The reactants are C1CCNC1, CCO, O=Cc1ccc2cccccc1-2, O=C1Cc2ccccc2N1. Product: O=C1Nc2ccccc2C1=Cc1ccc2cccccc1-2. As a reaction SMILES: [CH2:23]1[CH2:24][NH:25][CH2:26][CH2:27]1.[CH3:28][CH2:29][OH:30].[CH:1](=[O:2])[c:3]1[cH:4][cH:5][c:6]2[cH:7][cH:8][cH:9][cH:10][cH:11][c:12]1-2.[NH:13]1[C:14](=[O:22])[CH2:15][c:16]2[cH:17][cH:18][cH:19][cH:20][c:21]21>>[CH:1]([c:3]1[cH:4][cH:5][c:6]2[cH:7][cH:8][cH:9][cH:10][cH:11][c:12]1-2)=[C:15]1[C:14](=[O:22])[NH:13][c:21]2[c:16]1[cH:17][cH:18][cH:19][cH:20]2. Starting materials: ClC1=C(C=CC=C1)S(=O)(=O)Cl (2-chlorobenzenesulfonyl chloride), O1CCOCC1 (dioxane), C([O-])(O)=O.[Na+] (sodium bicarbonate), S(=O)([O-])[O-].[Na+].[Na+] (sodium sulfite). Solvent: O (water). Run at temperature 75 celsius. Product: [Na+].ClC1=C(C=CC=C1)S(=O)[O-] (2-chlorobenzenesulfinic acid sodium salt). Isolated yield 97.8%. As a reaction SMILES: [Cl:1][C:2]1[CH:7]=[CH:6][CH:5]=[CH:4][C:3]=1[S:8](Cl)(=[O:10])=[O:9].O1CCOCC1.C(=O)(O)[O-].[Na+:22].S([O-])([O-])=O.[Na+].[Na+]>O>[Na+:22].[Cl:1][C:2]1[CH:7]=[CH:6][CH:5]=[CH:4][C:3]=1[S:8]([O-:10])=[O:9] |f:2.3,4.5.6,8.9|. Reported procedure: A mixture of 2-chlorobenzenesulfonyl chloride (2.5 g) and dioxane (35 mL) was treated with a mixture of sodium bicarbonate (2.0 g), sodium sulfite (3.0 g) and water (17 mL), and the resulting mixture was heated at 75° C. for 30 minutes. The mixture was cooled to room temperature and concentrated under reduced pressure. The residue was triturated with ethanol, filtered and the filtrate concentrated under reduced pressure. The residue was triturated with acetonitrile to afford the title compound a... Reactants: NC=1C(N(C(N(C1N)CCC)=O)CCC)=O (5,6-diamino-1,3-dipropyluracil), COC=1C=C(C=CC(=O)O)C=C(C1)OC (3,5-dimethoxycinnamic acid). The product is COC=1C=C(/C=C/C2=NC=3N(C(N(C(C3N2)=O)CCC)=O)CCC)C=C(C1)OC ((E)-8-(3,5-Dimethoxystyryl)-1,3-dipropylxanthine). The yield is 54.2%. Reaction SMILES: [NH2:1][C:2]1[C:3](=[O:16])[N:4]([CH2:13][CH2:14][CH3:15])[C:5](=[O:12])[N:6]([CH2:9][CH2:10][CH3:11])[C:7]=1[NH2:8].[CH3:17][O:18][C:19]1[CH:20]=[C:21]([CH:27]=[C:28]([O:30][CH3:31])[CH:29]=1)[CH:22]=[CH:23][C:24](O)=O>>[CH3:31][O:30][C:28]1[CH:27]=[C:21]([CH:20]=[C:19]([O:18][CH3:17])[CH:29]=1)/[CH:22]=[CH:23]/[C:24]1[NH:1][C:2]2[C:3](=[O:16])[N:4]([CH2:13][CH2:14][CH3:15])[C:5](=[O:12])[N:6]([CH2:9][CH2:10][CH3:11])[C:7]=2[N:8]=1. Procedure: Substantially the same procedure as in Reference Example 1 was repeated using 3.95 g (17.5 mmol) of 5,6-diamino-1,3-dipropyluracil and 4.0 g (19.2 mmol) of 3,5-dimethoxycinnamic acid. Then, the resultant crude crystals were recrystallized from dimethylformamide/water to give 3.78 g (yield 54%) of Compound 32 as a white powder. Starting materials: C(CCC)[Li] (n-Butyllithium), C(C)(C)NC(C)C (diisopropylamine), C(C)(C)OB(OC(C)C)OC(C)C (tri-i-propylborate), FC1=NC=C(C=C1)C (2-fluoro-5-methylpyridine). Run in C1CCOC1 (THF), C1CCOC1 (THF), C1CCOC1 (THF). Conditions: temperature -78 celsius, time 30 minute. Product: FC1=NC=C(C=C1B(O)O)C (2-fluoro-5-methylpyridin-3-ylboronic acid). Yield: 94.2%. As a reaction SMILES: C([Li])CCC.C(NC(C)C)(C)C.[F:13][C:14]1[CH:19]=[CH:18][C:17]([CH3:20])=[CH:16][N:15]=1.C([O:24][B:25](OC(C)C)[O:26]C(C)C)(C)C>C1COCC1>[F:13][C:14]1[C:19]([B:25]([OH:26])[OH:24])=[CH:18][C:17]([CH3:20])=[CH:16][N:15]=1. Reported procedure: n-Butyllithium (2.5M solution in hexane, 9.6 mL, 24 mmol) was added to a mixture of diisopropylamine (3.4 mL, 24 mmol) in THF (5.00 mL, 61 mmol) at 0° C. and the resulting pale yellow solution was stirred at the same temperature for 30 min and then cooled down to −78° C. A suspension of 2-fluoro-5-methylpyridine (Aldrich, St. Louis, Mo.) (2.22 g, 20 mmol) in THF (5.00 mL, not complete dissolved) was slowly added. The resulting bright yellow solution was stirred at −78° C. for 1 h, treated with a...